From a dataset of the Open Reaction Database (ORD), a public repository of structured organic reaction records. describe an organic reaction: reactants, conditions, products, and yield Starting materials: ClCCl, COc1ccc(C(=O)Nc2cc(-c3ccc(CO)s3)ccc2[N+](=O)[O-])cc1. Yields the product COc1ccc(C(=O)Nc2cc(-c3ccc(C=O)s3)ccc2[N+](=O)[O-])cc1. Reaction SMILES: [Cl:28][CH2:29][Cl:30].[OH:1][CH2:2][c:3]1[cH:4][cH:5][c:6](-[c:8]2[cH:9][cH:10][c:11]([N+:25](=[O:26])[O-:27])[c:12]([NH:14][C:15]([c:16]3[cH:17][cH:18][c:19]([O:22][CH3:23])[cH:20][cH:21]3)=[O:24])[cH:13]2)[s:7]1>>[O:1]=[CH:2][c:3]1[cH:4][cH:5][c:6](-[c:8]2[cH:9][cH:10][c:11]([N+:25](=[O:26])[O-:27])[c:12]([NH:14][C:15]([c:16]3[cH:17][cH:18][c:19]([O:22][CH3:23])[cH:20][cH:21]3)=[O:24])[cH:13]2)[s:7]1. Starting materials: C(#N)N=C(OCCC)C=1C=NC=C(C1)NCC (propyl N-cyano-5-ethylamino-3-pyridinecarboximidate), ClC1=C(C=CC=C1)CCN (2-(2-chlorophenyl)ethylamine). The solvent is CO (methanol). Run at time 105 minute. Yields the product C(#N)NC(=NCCC1=C(C=CC=C1)Cl)C=1C=NC=C(C1)NCC (N-cyano-N'-[2-(2-chlorophenyl)ethyl]-5-ethylamino-3-pyridinecarboximidamid). Yield: 81.0%. As a reaction SMILES: [C:1]([N:3]=[C:4]([C:9]1[CH:10]=[N:11][CH:12]=[C:13]([NH:15][CH2:16][CH3:17])[CH:14]=1)OCCC)#[N:2].[Cl:18][C:19]1[CH:24]=[CH:23][CH:22]=[CH:21][C:20]=1[CH2:25][CH2:26][NH2:27]>CO>[C:1]([NH:3][C:4]([C:9]1[CH:10]=[N:11][CH:12]=[C:13]([NH:15][CH2:16][CH3:17])[CH:14]=1)=[N:27][CH2:26][CH2:25][C:20]1[CH:21]=[CH:22][CH:23]=[CH:24][C:19]=1[Cl:18])#[N:2]. Procedure: To a solution of propyl N-cyano-5-ethylamino-3-pyridinecarboximidate (98 mg, 0.42 mmol) in methanol (3 ml) was added 2-(2-chlorophenyl)ethylamine(79 mg, 0.51 mmol), and the mixture was stirred for 105 minutes. The residue obtained by concentration under reduced pressure was purified by silica gel column chromatography (Wako Gel C-200, 30 g; eluted with chloroform:methanol=100:1) and further crystallized from diethyl ether to give the title compound (110 mg, 0.34 mmol) as colorless crystals in th... Reactants: CO, O=[N+]([O-])c1ccc2c(C3=CN4CCC3CC4)c[nH]c2c1, NN, O. The product is Nc1ccc2c(C3=CN4CCC3CC4)c[nH]c2c1. RXN SMILES: [CH3:24][OH:25].[N+:1]([O-:2])(=[O:3])[c:4]1[cH:5][cH:6][c:7]2[c:8]([C:13]3=[CH:14][N:15]4[CH2:16][CH2:17][CH:18]3[CH2:19][CH2:20]4)[cH:9][nH:10][c:11]2[cH:12]1.[NH2:22][NH2:23].[OH2:21]>>[NH2:1][c:4]1[cH:5][cH:6][c:7]2[c:8]([C:13]3=[CH:14][N:15]4[CH2:16][CH2:17][CH:18]3[CH2:19][CH2:20]4)[cH:9][nH:10][c:11]2[cH:12]1. Reaction SMILES: [CH3:1][Si:2]([CH:3]=[N+:4]=[N-:5])([CH3:6])[CH3:7].[CH3:20][C:21](=[O:22])[OH:23].[CH3:24][OH:25].[CH3:26][c:27]1[cH:28][cH:29][cH:30][cH:31][cH:32]1.[Cl:8][c:9]1[cH:10][c:11]([CH2:16][C:17](=[O:18])[OH:19])[cH:12][c:13]([F:15])[cH:14]1>>[Cl:8][c:9]1[cH:10][c:11]([CH2:16][C:17]([O:18][CH3:20])=[O:19])[cH:12][c:13]([F:15])[cH:14]1. The reactants are C[Si](C)(C)C=[N+]=[N-], CC(=O)O, CO, Cc1ccccc1, O=C(O)Cc1cc(F)cc(Cl)c1. Product: COC(=O)Cc1cc(F)cc(Cl)c1. Reactants: ClC1=C(C=NC2=CC(=C(C=C12)OC)OC)[N+](=O)[O-] (4-chloro-6,7-dimethoxy-3-nitroquinoline). Reagents/catalysts: [Ni] (Raney Nickel). Run in C(C)O (ethanol). Run at time 3 hour. The product is NC=1C=NC2=CC(=C(C=C2C1Cl)OC)OC (3-amino-4-chloro-6,7-dimethoxyquinoline). The yield is 96.9%. RXN SMILES: [Cl:1][C:2]1[C:11]2[C:6](=[CH:7][C:8]([O:14][CH3:15])=[C:9]([O:12][CH3:13])[CH:10]=2)[N:5]=[CH:4][C:3]=1[N+:16]([O-])=O>C(O)C.[Ni]>[NH2:16][C:3]1[CH:4]=[N:5][C:6]2[C:11]([C:2]=1[Cl:1])=[CH:10][C:9]([O:12][CH3:13])=[C:8]([O:14][CH3:15])[CH:7]=2. Reported procedure: A solution of 4-chloro-6,7-dimethoxy-3-nitroquinoline (1.07 g, 4 mmol) in ethanol (40 ml) containing Raney Nickel (1 g) was stirred under hydrogen at atmospheric pressure for 3 hours. The volatiles were removed by evaporation. The residue was triturated with petroleum ether, collected by filtration and dried under vacuum to give 3-amino-4-chloro-6,7-dimethoxyquinoline (925 mg, 97%). Procedure: 13 g of ethyl 2-[(S)-2-[2-(6-amidino-1-methylindol-2-yl)ethyl]-pyrrolidinyl]-2-phenylacetate obtained in Example 2 was dissolved in 5 ml of 35% hydrochloric acid solution, and the resulting solution was heated to 60° C. and stirred for 1.5 hours, and then stirred at room temperature overnight. The reaction solvent was removed by distillation under reduced pressure. The residue was purified with column chromatography [eluent: dichloromethane/methanol(2:3)] on NH-DM1020 silica. The fractions conta... RXN SMILES: [C:1]([C:4]1[CH:12]=[C:11]2[C:7]([CH:8]=[C:9]([CH2:14][CH2:15][C@@H:16]3[CH2:20][CH2:19][CH2:18][N:17]3[CH:21]([C:27]3[CH:32]=[CH:31][CH:30]=[CH:29][CH:28]=3)[C:22]([O:24]CC)=[O:23])[N:10]2[CH3:13])=[CH:6][CH:5]=1)(=[NH:3])[NH2:2]>Cl>[C:1]([C:4]1[CH:12]=[C:11]2[C:7]([CH:8]=[C:9]([CH2:14][CH2:15][C@@H:16]3[CH2:20][CH2:19][CH2:18][N:17]3[CH:21]([C:27]3[CH:28]=[CH:29][CH:30]=[CH:31][CH:32]=3)[C:22]([OH:24])=[O:23])[N:10]2[CH3:13])=[CH:6][CH:5]=1)(=[NH:2])[NH2:3]. Yields the product C(N)(=N)C1=CC=C2C=C(N(C2=C1)C)CC[C@H]1N(CCC1)C(C(=O)O)C1=CC=CC=C1 (2-[(S)-2-[2-(6-amidino-1-methylindol-2-yl)ethyl]pyrrolidinyl]-2-phenylacetic Acid). Run at temperature 60 celsius, time 1.5 hour. Yield: 0.1%. The solvent is Cl (hydrochloric acid). Starting materials: C(N)(=N)C1=CC=C2C=C(N(C2=C1)C)CC[C@H]1N(CCC1)C(C(=O)OCC)C1=CC=CC=C1 (ethyl 2-[(S)-2-[2-(6-amidino-1-methylindol-2-yl)ethyl]pyrrolidinyl]-2-phenylacetate). Reactants: C(C)(C)(C)OC(=O)N(C[C@@H](COC1=CC=CC=C1)O)[C@@H](CC1=CC=C(C=C1)NC(=O)NC1=C(C(=O)OCC)C=CC=C1)CO[Si](C)(C)C (ethyl 2-[[[[4-[(2S)-2-[N-(tert-butoxycarbonyl)-N-((2S)-2-hydroxy-3-phenoxypropyl)amino]-3-[(trimethylsilyl)oxy]propyl]phenyl]amino]carbonyl]amino]-benzoate), FC(C(=O)O)(F)F (trifluoroacetic acid). Solvent: ClCCCl (1,2-dichloroethane). Reaction conditions: time 30 minute. The product is FC(C(=O)O)(F)F.OC[C@H](CC1=CC=C(C=C1)NC(=O)NC1=C(C(=O)OCC)C=CC=C1)NC[C@@H](COC1=CC=CC=C1)O (ethyl 2-[[[[4-[(2S)-3-hydroxy-2-[[(2S)-2-hydroxy-3-phenoxypropyl]amino]propyl]phenyl]amino]-carbonyl]amino]benzoate trifluoroacetate). Reaction SMILES: C(OC([N:8]([C@H:20]([CH2:43][O:44][Si](C)(C)C)[CH2:21][C:22]1[CH:27]=[CH:26][C:25]([NH:28][C:29]([NH:31][C:32]2[CH:42]=[CH:41][CH:40]=[CH:39][C:33]=2[C:34]([O:36][CH2:37][CH3:38])=[O:35])=[O:30])=[CH:24][CH:23]=1)[CH2:9][C@H:10]([OH:19])[CH2:11][O:12][C:13]1[CH:18]=[CH:17][CH:16]=[CH:15][CH:14]=1)=O)(C)(C)C.[F:49][C:50]([F:55])([F:54])[C:51]([OH:53])=[O:52]>ClCCCl>[F:49][C:50]([F:55])([F:54])[C:51]([OH:53])=[O:52].[OH:44][CH2:43][C@@H:20]([NH:8][CH2:9][C@H:10]([OH:19])[CH2:11][O:12][C:13]1[CH:14]=[CH:15][CH:16]=[CH:17][CH:18]=1)[CH2:21][C:22]1[CH:27]=[CH:26][C:25]([NH:28][C:29]([NH:31][C:32]2[CH:42]=[CH:41][CH:40]=[CH:39][C:33]=2[C:34]([O:36][CH2:37][CH3:38])=[O:35])=[O:30])=[CH:24][CH:23]=1 |f:3.4|. Procedure: To a solution of ethyl 2-[[[[4-[(2S)-2-[N-(tert-butoxycarbonyl)-N-((2S)-2-hydroxy-3-phenoxypropyl)amino]-3-[(trimethylsilyl)oxy]propyl]phenyl]amino]carbonyl]amino]-benzoate (10.0 mg) in 1,2-dichloroethane (100 μl) was added trifluoroacetic acid (100 μl) and the solution was stirred at room temperature for 30 minutes. The solvent was removed by evaporation to give ethyl 2-[[[[4-[(2S)-3-hydroxy-2-[[(2S)-2-hydroxy-3-phenoxypropyl]amino]propyl]phenyl]amino]-carbonyl]amino]benzoate trifluoroacetate (...